This data is from the Open Reaction Database (ORD), a public repository of structured organic reaction records. The task is: describe an organic reaction: reactants, conditions, products, and yield Starting materials: COC(C1=CC=C(C=C1)C1=NC=NC(=C1C#CC=1C=NC(=CC1)N)C)=O (4-[5-(6-amino-pyridin-3-ylethynyl)-6-methyl-pyrimidin-4-yl]-benzoic acid methyl ester), [Li+].[OH-] (LiOH). Solvent: C1CCOC1 (THF), O (water). Run at temperature 50 celsius. The product is NC1=CC=C(C=N1)C#CC=1C(=NC=NC1C)C1=CC=C(C(=O)O)C=C1 (4-[5-(6-Amino-pyridin-3-ylethynyl)-6-methyl-pyrimidin-4-yl]-benzoic acid). As a reaction SMILES: C[O:2][C:3](=[O:26])[C:4]1[CH:9]=[CH:8][C:7]([C:10]2[C:15]([C:16]#[C:17][C:18]3[CH:19]=[N:20][C:21]([NH2:24])=[CH:22][CH:23]=3)=[C:14]([CH3:25])[N:13]=[CH:12][N:11]=2)=[CH:6][CH:5]=1.[Li+].[OH-]>O.C1COCC1>[NH2:24][C:21]1[N:20]=[CH:19][C:18]([C:17]#[C:16][C:15]2[C:10]([C:7]3[CH:6]=[CH:5][C:4]([C:3]([OH:26])=[O:2])=[CH:9][CH:8]=3)=[N:11][CH:12]=[N:13][C:14]=2[CH3:25])=[CH:23][CH:22]=1 |f:1.2|. Procedure: The title compound is synthesized according to general procedure GP8 starting from 2.2 g (6.3 mmol) 4-[5-(6-amino-pyridin-3-ylethynyl)-6-methyl-pyrimidin-4-yl]-benzoic acid methyl ester using 1.33 g (31.6 mmoL) LiOH in 5 mL water and 50 mL THF. The reaction mixture is stirred over night at 50° C. The solvent is removed under reduced pressure and the residue is taken up in water. Aqueous 1 M HCl is added until pH 5 is reached. The precipitated product is filtered off and taken up in water. After ... Starting materials: OC1=CC=C2C(C(COC2=C1)(C)C1=CC=C(C=C1)O)CCCCCCCCC(C(=O)O)CCC(C(C(C(F)(F)F)(F)F)(F)F)(F)F (10-[(3RS,4RS)-7-hydroxy-3-(4-hydroxyphenyl)-3-methylchroman-4-yl]-2-(3,3,4,4,5,5,6,6,6-nonafluorohexyl)decanoic acid), FC(CCCC(C(=O)OCC)CCCCCC=C)(C(C(C(F)(F)F)(F)F)(F)F)F (ethyl 2-(4,4,5,5,6,6,7,7,7-nonafluoroheptyl)-8-nonenoate). Product: OC1=CC=C2C(C(COC2=C1)(C)C1=CC=C(C=C1)O)CCCCCCCCC(C(=O)O)CCCC(C(C(C(F)(F)F)(F)F)(F)F)(F)F (10-[(3RS,4RS)-7-hydroxy-3-(4-hydroxyphenyl)-3-methylchroman-4-yl]-2-(4,4,5,5,6,6,7,7,7-nonafluoroheptyl)decanoic acid). As a reaction SMILES: [OH:1][C:2]1[CH:11]=[C:10]2[C:5]([CH:6]([CH2:20][CH2:21][CH2:22][CH2:23][CH2:24][CH2:25][CH2:26]CC(CCC(F)(F)C(F)(F)C(F)(F)C(F)(F)F)C(O)=O)[C:7]([C:13]3[CH:18]=[CH:17][C:16]([OH:19])=[CH:15][CH:14]=3)([CH3:12])[CH2:8][O:9]2)=[CH:4][CH:3]=1.[F:47][C:48]([F:75])([C:65]([F:74])([F:73])[C:66]([F:72])([F:71])[C:67]([F:70])([F:69])[F:68])[CH2:49][CH2:50][CH2:51][CH:52]([CH2:58]CCCCC=C)[C:53]([O:55]CC)=[O:54]>>[OH:1][C:2]1[CH:11]=[C:10]2[C:5]([CH:6]([CH2:20][CH2:21][CH2:22][CH2:23][CH2:24][CH2:25][CH2:26][CH2:58][CH:52]([CH2:51][CH2:50][CH2:49][C:48]([F:47])([F:75])[C:65]([F:73])([F:74])[C:66]([F:71])([F:72])[C:67]([F:70])([F:68])[F:69])[C:53]([OH:55])=[O:54])[C:7]([C:13]3[CH:14]=[CH:15][C:16]([OH:19])=[CH:17][CH:18]=3)([CH3:12])[CH2:8][O:9]2)=[CH:4][CH:3]=1. Reported procedure: Starting with the allyl compound prepared in Example 13 and the ethyl 2-(4,4,5,5,6,6,7,7,7-nonafluoroheptyl)-8-nonenoate prepared in Example 4, a procedure analogous to that as shown in Example 13 was repeated to give 10-[(3RS,4RS)-7-hydroxy-3-(4-hydroxyphenyl)-3-methylchroman-4-yl]-2-(4,4,5,5,6,6,7,7,7-nonafluoroheptyl)decanoic acid. The reactants are FC1=CC(=C(C(=O)O)C=C1)O (4-fluoro-2-hydroxybenzoic acid), [H-].[Al+3].[Li+].[H-].[H-].[H-] (lithium aluminium hydride), O1CCCC1 (tetrahydrofuran), O1CCCC1 (tetrahydrofuran), [OH-].[Na+] (NaOH), O (water), O (water). Reaction conditions: time 2 hour. Product: OCC1=C(C=CC(=C1)C)O (2-Hydroxymethyl-4-methylphenol). Reaction SMILES: F[C:2]1[CH:10]=[CH:9][C:5]([C:6]([OH:8])=O)=[C:4]([OH:11])[CH:3]=1.[H-].[Al+3].[Li+].[H-].[H-].[H-].O.[OH-].[Na+].O1CCC[CH2:22]1>>[OH:8][CH2:6][C:5]1[CH:9]=[C:10]([CH3:22])[CH:2]=[CH:3][C:4]=1[OH:11] |f:1.2.3.4.5.6,8.9|. Procedure: A solution of 4.80 g of 4-fluoro-2-hydroxybenzoic acid in 100 ml of tetrahydrofuran is added dropwise at 0° C. to the suspension of 5.29 g of lithium aluminium hydride in 150 ml of tetrahydrofuran and stirred over 2 hours. The reaction mixture is admixed dropwise successively with 6 ml of water, 6 ml of 15% NaOH and 24 ml of water, and stirred over 1 hour. The mixture is filtered and the filtrate is concentrated by evaporation. The crude title compound is obtained as a red-orange oil from the re... Reactants: [H-].[Na+] (NaH), CS (methyl mercaptan), Cl (HCl), C(=O)=O (CO2), FC(=C(F)F)F (tetrafluoroethylene). Solvent: CS(=O)C (dimethyl sulfoxide), O (water). Run at time 8 hour. Yields the product CSC(C(C(=O)O)(F)F)(F)F (3-methylthiotetrafluoropropionic acid). Isolated yield 98.5%. As a reaction SMILES: [CH3:1][SH:2].[H-].[Na+].[C:5](=[O:7])=[O:6].[F:8][C:9]([F:13])=[C:10]([F:12])[F:11].Cl>CS(C)=O.O>[CH3:1][S:2][C:10]([F:12])([F:11])[C:9]([F:13])([F:8])[C:5]([OH:7])=[O:6] |f:1.2|. Reported procedure: NaSCH3 was prepared by distilling 24 g (0.50 mol) of methyl mercaptan into a stirred suspension of 24 g (0.50 mol) of 50% NaH/mineral oil in 170 ml of dimethyl sulfoxide over a 2-hr period. The mixture was charged into a 400-ml tube with 27 g (0.6 mol) of CO2 and 50 g (0.50 mol) of tetrafluoroethylene and shaken at 50° for 8 hrs. The reaction mixture was poured into a cold solution of 300 ml of concentrated HCl in 1 liter of water, and the resulting mixture was extracted continuously with ether.... The reactants are FC(C1=CC=C(OC2=CC=C(C=C2)C2=C(OC(=CC2=O)C)C)C=C1)(F)F (3-(4-(4-Trifluoromethylphenoxy)phenyl)-2,6-dimethylpyran-4-one), N (ammonia). Product: FC(C1=CC=C(OC2=CC=C(C=C2)C2=C(NC(=CC2=O)C)C)C=C1)(F)F (3-(4-(4-Trifluoromethylphenoxy)phenyl)-2,6-dimethylpyridin-4(1H)-one). Reaction SMILES: [F:1][C:2]([F:26])([F:25])[C:3]1[CH:24]=[CH:23][C:6]([O:7][C:8]2[CH:13]=[CH:12][C:11]([C:14]3[C:19](=[O:20])[CH:18]=[C:17]([CH3:21])O[C:15]=3[CH3:22])=[CH:10][CH:9]=2)=[CH:5][CH:4]=1.[NH3:27]>>[F:1][C:2]([F:26])([F:25])[C:3]1[CH:24]=[CH:23][C:6]([O:7][C:8]2[CH:13]=[CH:12][C:11]([C:14]3[C:19](=[O:20])[CH:18]=[C:17]([CH3:21])[NH:27][C:15]=3[CH3:22])=[CH:10][CH:9]=2)=[CH:5][CH:4]=1. Procedure: 3-(4-(4-Trifluoromethylphenoxy)phenyl)-2,6-dimethylpyran-4-one (2-4 g) was heated at 150° with 0.880 aqueous ammonia (30 ml) in an autoclave for 18 hours. After cooling the precipitate was filtered off, washed with water, dried in air and recrystallised from DMF to yield the title compound as fine colourless crystals (1.4 g). M.p. 258°-260°, NMR δH (d6 -DMSO) 7.70 (2H, dd, J 5, 0.5 Hz), 7.0-7.3 (6H, m), 5.97 (1H, s), 2.2 (3H, s), 2.1 (3H, s). The reactants are C(C)(C)(C)OC(=O)N1CC(CCC1)CNC1=C2C=CN=CC2=CC=C1 (1-(tert-butoxycarbonyl)-3-(5-isoquinolyl)aminomethylpiperidine), Cl.CO (hydrogen chloride methanol). Product: Cl.C1=NC=CC2=C(C=CC=C12)NCC1CNCCC1 (3-(5-isoquinolyl)aminomethylpiperidine hydrochloride). Reaction SMILES: C(OC([N:8]1[CH2:13][CH2:12][CH2:11][CH:10]([CH2:14][NH:15][C:16]2[CH:25]=[CH:24][CH:23]=[C:22]3[C:17]=2[CH:18]=[CH:19][N:20]=[CH:21]3)[CH2:9]1)=O)(C)(C)C.[ClH:26].CO>>[ClH:26].[CH:21]1[C:22]2[C:17](=[C:16]([NH:15][CH2:14][CH:10]3[CH2:11][CH2:12][CH2:13][NH:8][CH2:9]3)[CH:25]=[CH:24][CH:23]=2)[CH:18]=[CH:19][N:20]=1 |f:1.2,3.4|. Reported procedure: According to the method of Example 1, Step C, deprotection was performed (50° C., 2 hours) by using Intermediate 34 (171 mg) and 10% hydrogen chloride/methanol solution (2.5 ml). The reaction mixture was cooled to room temperature, and then the solvent was evaporated under reduced pressure. The residue was added with methanol (0.5 ml) and diethyl ether (1.5 ml). The deposited precipitates were collected by filtration and washed with diethyl ether to obtain the title compound (139 mg) as light ye...